From a dataset of the Open Reaction Database (ORD), a public repository of structured organic reaction records. describe an organic reaction: reactants, conditions, products, and yield Starting materials: CC(C)(C)c1cc(NC(=O)Nc2ccc(Oc3ccncc3)cc2)n(-c2ccc(CC(=O)N3CCC(O)C3)cc2)n1, COC(=O)C(N)CO, Cl. The product is COC(=O)C(CO)NC(=O)Cc1ccc(-n2nc(C(C)(C)C)cc2NC(=O)Nc2ccc(Oc3ccncc3)cc2)cc1. RXN SMILES: [C:1]([CH3:2])([CH3:3])([CH3:4])[c:5]1[n:6][n:7](-[c:27]2[cH:28][cH:29][c:30]([CH2:33][C:34](=[O:35])[N:36]3[CH2:37][CH2:38][CH:39]([OH:40])[CH2:41]3)[cH:31][cH:32]2)[c:8]([NH:10][C:11](=[O:12])[NH:13][c:14]2[cH:15][cH:16][c:17]([O:20][c:21]3[cH:22][cH:23][n:24][cH:25][cH:26]3)[cH:18][cH:19]2)[cH:9]1.[CH3:43][O:44][C:45]([CH:46]([NH2:47])[CH2:48][OH:49])=[O:50].[ClH:42]>>[C:1]([CH3:2])([CH3:3])([CH3:4])[c:5]1[n:6][n:7](-[c:27]2[cH:28][cH:29][c:30]([CH2:33][C:34](=[O:35])[NH:47][CH:46]([C:45]([O:44][CH3:43])=[O:50])[CH2:48][OH:49])[cH:31][cH:32]2)[c:8]([NH:10][C:11](=[O:12])[NH:13][c:14]2[cH:15][cH:16][c:17]([O:20][c:21]3[cH:22][cH:23][n:24][cH:25][cH:26]3)[cH:18][cH:19]2)[cH:9]1. Starting materials: C1=C(C=CC2=CC=CC=C12)C=CC(=O)OCC (ethyl 3-(2-naphthyl)-2-propenoate), [H][H] (hydrogen). Reagents/catalysts: [Pd] (palladium-on-charcoal). Run in C(C)O (ethanol). The product is C1=C(C=CC2=CC=CC=C12)CCC(=O)OCC (ethyl 3-(2-naphthyl)propionate). Isolated yield 93.3%. Reaction SMILES: [CH:1]1[C:10]2[C:5](=[CH:6][CH:7]=[CH:8][CH:9]=2)[CH:4]=[CH:3][C:2]=1[CH:11]=[CH:12][C:13]([O:15][CH2:16][CH3:17])=[O:14].[H][H]>C(O)C.[Pd]>[CH:1]1[C:10]2[C:5](=[CH:6][CH:7]=[CH:8][CH:9]=2)[CH:4]=[CH:3][C:2]=1[CH2:11][CH2:12][C:13]([O:15][CH2:16][CH3:17])=[O:14]. Procedure: 4.29 g of this ethyl 3-(2-naphthyl)-2-propenoate were dissolved in 60 ml of ethanol. The solution was stirred at room temperature for 3 hours in an atmosphere of hydrogen at atmospheric pressure and in the presence of 500 mg of 5% w/w palladium-on-charcoal. At the end of this time, the catalyst was removed by filtration, and the filtrate was concentrated by distillation under reduced pressure. The resulting residue was purified by column chromatography through silica gel, using a 5:1 by volume m... Starting materials: COC1=CC=C(C=C1)NC(=S)NNC(=O)C=1SC=CC1 (N1-(4-Methoxyphenylaminothiocarbonyl)-N2-(thien-2-carbonyl)hydrazine), [O-]CC.[Na+] (sodium ethoxide). Run in C(C)O (ethanol). Yields the product COC1=CC=C(C=C1)N1C(NN=C1C=1SC=CC1)=S (4-(4-Methoxyphenyl)-5-(thien-2-yl)-1,2,4-triazol-3-thione). Isolated yield 63.7%. Reaction SMILES: [CH3:1][O:2][C:3]1[CH:8]=[CH:7][C:6]([NH:9][C:10]([NH:12][NH:13][C:14]([C:16]2[S:17][CH:18]=[CH:19][CH:20]=2)=O)=[S:11])=[CH:5][CH:4]=1.[O-]CC.[Na+]>C(O)C>[CH3:1][O:2][C:3]1[CH:8]=[CH:7][C:6]([N:9]2[C:14]([C:16]3[S:17][CH:18]=[CH:19][CH:20]=3)=[N:13][NH:12][C:10]2=[S:11])=[CH:5][CH:4]=1 |f:1.2|. Reported procedure: N1-(4-Methoxyphenylaminothiocarbonyl)-N2-(thien-2-carbonyl)hydrazine (1 g) and 0.2 g of sodium ethoxide in 10 mL of ethanol are refluxed for 6 hours. The mixture is cooled and the precipitate collected by vacuum filtration and dried to give 0.6 g of the title compound as an off-white solid. 4-(4-Methoxyphenyl)-5-(thien-2-yl)-1,2,4-triazol-3-thione (0.5 g) and 0.4 g of 2-bromo-5-nitrothiazole in 50 mL of acetonitrile are refluxed for 6 hours. The solvent is concentrated to give crude product whic...